From a dataset of the Open Reaction Database (ORD), a public repository of structured organic reaction records. describe an organic reaction: reactants, conditions, products, and yield Starting materials: C(CCC)[Li] (n-Butyl lithium), CP(OC)(OC)=O (dimethyl methylphosphonate), C1(CCCCC1)CCC(=O)OC (methyl 3-cyclohexylpropionate). Run in C1CCOC1 (THF), C1CCOC1 (THF), C(C)(=O)O (acetic acid), O (water). Conditions: temperature 0 celsius, time 30 minute. The product is C1(CCCCC1)CCC(CP(OC)(OC)=O)=O (dimethyl 4-cyclohexyl-2-oxobutylphosphonate). The yield is 81.6%. Reaction SMILES: C([Li])CCC.[CH3:6][P:7](=[O:12])([O:10][CH3:11])[O:8][CH3:9].[CH:13]1([CH2:19][CH2:20][C:21](OC)=[O:22])[CH2:18][CH2:17][CH2:16][CH2:15][CH2:14]1>C1COCC1.C(O)(=O)C.O>[CH:13]1([CH2:19][CH2:20][C:21](=[O:22])[CH2:6][P:7](=[O:12])([O:10][CH3:11])[O:8][CH3:9])[CH2:18][CH2:17][CH2:16][CH2:15][CH2:14]1. Procedure: n-Butyl lithium (1.63N, 45.1 ml, 73 mmol) was added dropwise to a stirred solution of dimethyl methylphosphonate (9.05 g, 73 mmol) in 100 ml of anhydrous THF at -78° C. under argon atmosphere. After 30 minutes, a solution of methyl 3-cyclohexylpropionate (5.0 g, 29.4 mmol) in 10 ml of anhydrous THF was further added dropwise and the mixture was stirred for 30 minutes. This reaction solution was allowed to warm to 0° C., diluted with 4.4 ml of acetic acid and 10 ml of water, and concentrated. 30 ... Starting materials: CN(C)C=O, Cl, O=C(CC1CN2CCC1CC2)Nc1ccc(Br)cc1, [Na+], [Na+], O=C([O-])[O-], OB(O)c1ccc(F)cc1. The product is Cl, O=C(CC1CN2CCC1CC2)Nc1ccc(-c2ccc(F)cc2)cc1. As a reaction SMILES: [CH3:37][N:38]([CH3:39])[CH:40]=[O:41].[ClH:1].[N:2]12[CH2:3][CH:4]([CH2:10][C:11](=[O:12])[NH:13][c:14]3[cH:15][cH:16][c:17]([Br:20])[cH:18][cH:19]3)[CH:5]([CH2:6][CH2:7]1)[CH2:8][CH2:9]2.[Na+:31].[Na+:32].[O-:33][C:34](=[O:35])[O-:36].[OH:21][B:22]([OH:23])[c:24]1[cH:25][cH:26][c:27]([F:28])[cH:29][cH:30]1>>[ClH:1].[N:2]12[CH2:3][CH:4]([CH2:10][C:11](=[O:12])[NH:13][c:14]3[cH:15][cH:16][c:17](-[c:24]4[cH:25][cH:26][c:27]([F:28])[cH:29][cH:30]4)[cH:18][cH:19]3)[CH:5]([CH2:6][CH2:7]1)[CH2:8][CH2:9]2. Starting materials: C(=O)(OC(C)(C)C)N1CCN(CCC1)C=1C=C(C=2N(C3=CC=C(C=C3SC2C1)N1CCOCC1)C(=O)OC(C)(C)C)F (3-(4-Boc-1,4-diazepan-1-yl)-7-morpholino-1-fluoro-10-Boc-phenothiazine), ClCCl (dichloromethane). Reaction conditions: temperature 40 celsius, time 3 hour. The product is [Cl-].N1(CCNCCC1)C=1C=C(C2=NC3=CC=C(C=C3[S+]=C2C1)N1CCOCC1)F (3-(1,4-Diazepan-1-yl)-7-morpholino-1-fluorophenothiazin-5-ium chloride). As a reaction SMILES: C([N:8]1[CH2:14][CH2:13][CH2:12][N:11]([C:15]2[CH:16]=[C:17]([F:42])[C:18]3[N:19](C(OC(C)(C)C)=O)[C:20]4[C:25]([S:26][C:27]=3[CH:28]=2)=[CH:24][C:23]([N:29]2[CH2:34][CH2:33][O:32][CH2:31][CH2:30]2)=[CH:22][CH:21]=4)[CH2:10][CH2:9]1)(OC(C)(C)C)=O.[Cl:43]CCl>>[Cl-:43].[N:11]1([C:15]2[CH:16]=[C:17]([F:42])[C:18]3[C:27]([CH:28]=2)=[S+:26][C:25]2[C:20](=[CH:21][CH:22]=[C:23]([N:29]4[CH2:30][CH2:31][O:32][CH2:33][CH2:34]4)[CH:24]=2)[N:19]=3)[CH2:12][CH2:13][CH2:14][NH:8][CH2:9][CH2:10]1 |f:2.3|. Procedure details: To a solution 3-(4-Boc-1,4-diazepan-1-yl)-7-morpholino-1-fluoro-10-Boc-phenothiazine (0.8 g) in dichloromethane (10 mL) HCl (2 mL, 4 M solution in 1,4-dioxane)) was added. The reaction mixture was stirred at 40° C. for 3 h. Solvent was removed under vacuum. Product was purified by flash chromatography. Starting materials: CC(=O)N1CCN(C(=O)C(Cc2ccc(Oc3ccc(CCC(=O)NOCc4ccccc4)cc3)cc2)NC(=O)OC(C)(C)C)CC1, CO, [H][H], [Pd]. The product is CC(=O)N1CCN(C(=O)C(Cc2ccc(Oc3ccc(CCC(=O)NO)cc3)cc2)NC(=O)OC(C)(C)C)CC1. RXN SMILES: [C:1]([CH3:2])([CH3:3])([CH3:4])[O:5][C:6]([NH:7][CH:8]([C:9](=[O:10])[N:11]1[CH2:12][CH2:13][N:14]([C:17]([CH3:18])=[O:19])[CH2:15][CH2:16]1)[CH2:20][c:21]1[cH:22][cH:23][c:24]([O:27][c:28]2[cH:29][cH:30][c:31]([CH2:34][CH2:35][C:36]([NH:37][O:38][CH2:39][c:40]3[cH:41][cH:42][cH:43][cH:44][cH:45]3)=[O:46])[cH:32][cH:33]2)[cH:25][cH:26]1)=[O:47].[CH3:50][OH:51].[H:48][H:49].[Pd:52]>>[C:1]([CH3:2])([CH3:3])([CH3:4])[O:5][C:6]([NH:7][CH:8]([C:9](=[O:10])[N:11]1[CH2:12][CH2:13][N:14]([C:17]([CH3:18])=[O:19])[CH2:15][CH2:16]1)[CH2:20][c:21]1[cH:22][cH:23][c:24]([O:27][c:28]2[cH:29][cH:30][c:31]([CH2:34][CH2:35][C:36]([NH:37][OH:38])=[O:46])[cH:32][cH:33]2)[cH:25][cH:26]1)=[O:47]. Starting materials: ( 12 ), CC[C@H]1CN2CC[C@H]1C[C@@H]2[C@H](C3=C4C=C(C=CC4=NC=C3)OC)OC5=NN=C(C6=CC=CC=C65)O[C@H]([C@H]7C[C@@H]8CCN7C[C@@H]8CC)C9=C1C=C(C=CC1=NC=C9)OC ((DHQD)2PHAL), CC[C@@H]1CN2CC[C@@H]1C[C@@H]2[C@@H](C3=C4C=C(C=CC4=NC=C3)OC)OC5=NN=C(C6=CC=CC=C65)O[C@@H]([C@H]7C[C@@H]8CCN7C[C@@H]8CC)C9=C1C=C(C=CC1=NC=C9)OC ((DHQ)2PHAL), C(CC)O (n-propanol), [O-]S(=O)[O-].[Na+].[Na+] (Na2SO3), [OH-].[Na+] (NaOH), ClOC(C)(C)C (tert-butyl hypochlorite), C(N)(OC(C)(C)C)=O (tert-butyl carbamate), C(CC)O (n-propanol). Run in O.C(CC)O (water n-propanol), O.O.[O-][Os](=O)(=O)[O-].[K+].[K+] (potassium osmate(VI) dihydrate). Reaction conditions: temperature 10 celsius, time 20 minute. Product: COC(C(C(C=1C=CC=C2C=CC(=NC12)OC)NC(=O)OC(C)(C)C)O)=O (3-tert-butoxycarbonylamino-2-hydroxy-3-(2-methoxy-quinolin-8-yl)-propionic acid methyl ester). Yield: 63.0%. Reaction SMILES: [C:1](=[O:8])([O:3][C:4]([CH3:7])([CH3:6])[CH3:5])[NH2:2].[OH-:9].[Na+].ClO[C:13]([CH3:16])([CH3:15])[CH3:14].CC[C@@H]1[C@@H]2C[C@H]([C@@H](OC3[C:50]4[C:45](=C[CH:47]=[CH:48][CH:49]=4)[C:44]([O:51][C@@H:52](C4C=CN=C5C=4C=C(OC)C=C5)[C@@H]4N5C[C@H](CC)[C@@H](CC5)C4)=[N:43]N=3)C3C=CN=C4C=3C=C(OC)C=C4)N(CC2)C1.CC[C@H]1[C@H]2C[C@H]([C@H](OC3C4C(=CC=CC=4)C(O[C@H](C4C=CN=C5C=4C=C(OC)C=C5)[C@@H]4N5C[C@H](CC)[C@@H](CC5)C4)=NN=3)C3C=CN=C4C=3C=[C:89]([O:96]C)C=C4)N(CC2)C1.[O-]S([O-])=O.[Na+].[Na+].[CH2:139]([OH:142])[CH2:140]C>O.C(O)CC.O.O.[O-][Os]([O-])(=O)=O.[K+].[K+]>[CH3:89][O:96][C:139](=[O:142])[CH:140]([OH:9])[CH:14]([NH:2][C:1]([O:3][C:4]([CH3:7])([CH3:6])[CH3:5])=[O:8])[C:13]1[CH:16]=[CH:47][CH:48]=[C:49]2[C:15]=1[N:43]=[C:44]([O:51][CH3:52])[CH:45]=[CH:50]2 |f:1.2,6.7.8,10.11,12.13.14.15.16|. Reported procedure: A solution of tert-butyl carbamate (7.06 g) in n-propanol (120 mL) was sequentially treated with 0.4M. NaOH (218 mL) and tert-butyl hypochlorite (10.6 mL; freshly prepared as described in Org. Lett. (2003), 5 (12), 2123-2126 (S-2)). The reaction mixture was treated with a solution of (DHQD)2PHAL (565 mg) and (DHQ)2PHAL (565 mg) in n-propanol (100 mL) and after 5 min cooled to 10° C. and sequentially treated with a suspension of intermediate BQ.i. (7.07 g) in water/n-propanol (1:1; 140 mL) and po...